This data is from the Open Reaction Database (ORD), a public repository of structured organic reaction records. The task is: describe an organic reaction: reactants, conditions, products, and yield RXN SMILES: [CH2:34]1[CH2:35][CH2:36][NH:37][CH2:38][CH2:39]1.[CH3:1][c:2]1[c:3]([CH:21]=[O:22])[nH:4][c:5]2[c:6]1[C:7](=[O:20])[N:8]([CH2:12][CH2:13][N:14]1[CH2:15][CH2:16][CH2:17][CH2:18][CH2:19]1)[CH2:9][CH2:10][CH2:11]2.[CH3:40][CH2:41][OH:42].[F:23][c:24]1[cH:25][c:26]2[c:30]([cH:31][cH:32]1)[NH:29][C:28](=[O:33])[CH2:27]2>>[CH3:1][c:2]1[c:3]([CH:21]=[C:27]2[c:26]3[cH:25][c:24]([F:23])[cH:32][cH:31][c:30]3[NH:29][C:28]2=[O:33])[nH:4][c:5]2[c:6]1[C:7](=[O:20])[N:8]([CH2:12][CH2:13][N:14]1[CH2:15][CH2:16][CH2:17][CH2:18][CH2:19]1)[CH2:9][CH2:10][CH2:11]2. Product: Cc1c(C=C2C(=O)Nc3ccc(F)cc32)[nH]c2c1C(=O)N(CCN1CCCCC1)CCC2. Starting materials: C1CCNCC1, Cc1c(C=O)[nH]c2c1C(=O)N(CCN1CCCCC1)CCC2, CCO, O=C1Cc2cc(F)ccc2N1. The reactants are C(C(C)(C)C)(=O)C1=CC=C(C=C1)C (p-pivaloyl toluene), BrNC(CCC(=O)N)=O (N-bromosuccinamide), C(C1=CC=CC=C1)(=O)OOC(C1=CC=CC=C1)=O (benzoyl peroxide). Solvent: C(Cl)(Cl)(Cl)Cl (carbon tetrachloride). Yields the product BrCC1=CC=C(C=C1)C(C(C)(C)C)=O (α-bromo-p-pivaloyl toluene). As a reaction SMILES: [C:1]([C:7]1[CH:12]=[CH:11][C:10]([CH3:13])=[CH:9][CH:8]=1)(=[O:6])[C:2]([CH3:5])([CH3:4])[CH3:3].[Br:14]NC(=O)CCC(N)=O.C(OOC(=O)C1C=CC=CC=1)(=O)C1C=CC=CC=1>C(Cl)(Cl)(Cl)Cl>[Br:14][CH2:13][C:10]1[CH:11]=[CH:12][C:7]([C:1](=[O:6])[C:2]([CH3:5])([CH3:4])[CH3:3])=[CH:8][CH:9]=1. Procedure: To a suspension of 28.5 g. (1.17 g. atoms) magnesium turnings in 150 ml. tetrahydrofuran under a nitrogen atmosphere there is added 10 ml. of 4-bromotoluene (1.17 mole) in 650 ml. dry tetrahydrofuran, the reaction is started and the remainder of the bromotoluene solution is added dropwise at a rate that maintains a moderate reflux. After the addition is complete, the mixture is refluxed for an additional 1 1/2 hours. The resulting Grignard solution is added dropwise to a cold solution of 128.0 g... The reactants are COC(=O)C(CC(C)C)N1CC(Oc2ccc(CC3COC(C)(C)O3)cc2)=CC1=O, [Li+], C1CCOC1, [OH-], O, O. Product: CC(C)CC(C(=O)O)N1CC(Oc2ccc(CC3COC(C)(C)O3)cc2)=CC1=O. As a reaction SMILES: [CH3:1][O:2][C:3]([CH:4]([CH2:5][CH:6]([CH3:7])[CH3:8])[N:9]1[C:10](=[O:29])[CH:11]=[C:12]([O:14][c:15]2[cH:16][cH:17][c:18]([CH2:21][CH:22]3[O:23][C:24]([CH3:27])([CH3:28])[O:25][CH2:26]3)[cH:19][cH:20]2)[CH2:13]1)=[O:30].[Li+:33].[O:34]1[CH2:35][CH2:36][CH2:37][CH2:38]1.[OH-:32].[OH2:31].[OH2:39]>>[O:2]=[C:3]([CH:4]([CH2:5][CH:6]([CH3:7])[CH3:8])[N:9]1[C:10](=[O:29])[CH:11]=[C:12]([O:14][c:15]2[cH:16][cH:17][c:18]([CH2:21][CH:22]3[O:23][C:24]([CH3:27])([CH3:28])[O:25][CH2:26]3)[cH:19][cH:20]2)[CH2:13]1)[OH:30]. Reactants: C1(CC1)C=1C=CC(=NC1OCC1CC1)C(=O)O (5-cyclopropyl-6-cyclopropylmethyloxy-pyridine-2-carboxylic acid), C1(CC1)C(N)(C1=NOC(=N1)C)C (α-cyclopropyl-α,5-dimethyl-1,2,4-oxadiazole-3-methanamine). Yields the product C1(CC1)C(C)(C1=NOC(=N1)C)NC(=O)C1=NC(=C(C=C1)C1CC1)OCC1CC1 (5-Cyclopropyl-6-cyclopropylmethoxy-pyridine-2-carboxylic acid [(+)-1-cyclopropyl-1-(5-methyl-[1,2,4]oxadiazol-3-yl)-ethyl]-amide), Amylose-2. RXN SMILES: [CH:1]1([C:4]2[CH:5]=[CH:6][C:7]([C:15]([OH:17])=O)=[N:8][C:9]=2[O:10][CH2:11][CH:12]2[CH2:14][CH2:13]2)[CH2:3][CH2:2]1.[CH:18]1([C:21]([CH3:29])([C:23]2[N:27]=[C:26]([CH3:28])[O:25][N:24]=2)[NH2:22])[CH2:20][CH2:19]1>>[CH:18]1([C:21]([NH:22][C:15]([C:7]2[CH:6]=[CH:5][C:4]([CH:1]3[CH2:2][CH2:3]3)=[C:9]([O:10][CH2:11][CH:12]3[CH2:13][CH2:14]3)[N:8]=2)=[O:17])([C:23]2[N:27]=[C:26]([CH3:28])[O:25][N:24]=2)[CH3:29])[CH2:20][CH2:19]1. Procedure details: The title compound was synthesized in analogy to Example 1, using 5-cyclopropyl-6-cyclopropylmethyloxy-pyridine-2-carboxylic acid (Example 42a) and α-cyclopropyl-α,5-dimethyl-1,2,4-oxadiazole-3-methanamine (CAN 1155536-64-3) as starting materials. The product was isolated by chiral chromatography on Lux 5u Amylose-2 using heptane/15% 2-propanol as eluent. The (+)-enantiomer was isolated. LC-MS (UV peak area/ESI) 100%, 383.2090 (M+H)+, αD20 (MeOH)=+49.30 The reactants are C(C)(=O)C=1C2=C(OC1C)C(=CC=C2)N (3-acetyl-7-amino-2-methylbenzo[b]furan), C(C)(=O)OC(C)=O (acetic anhydride). The solvent is ClCCl (dichloromethane). Conditions: time 1 hour. Yields the product C(C)(=O)C=1C2=C(OC1C)C(=CC=C2)NC(C)=O (3-acetyl-7-acetylamino-2-methylbenzo[b]furan). The yield is 99.5%. Reaction SMILES: [C:1]([C:4]1[C:5]2[CH:13]=[CH:12][CH:11]=[C:10]([NH2:14])[C:6]=2[O:7][C:8]=1[CH3:9])(=[O:3])[CH3:2].[C:15](OC(=O)C)(=[O:17])[CH3:16]>ClCCl>[C:1]([C:4]1[C:5]2[CH:13]=[CH:12][CH:11]=[C:10]([NH:14][C:15](=[O:17])[CH3:16])[C:6]=2[O:7][C:8]=1[CH3:9])(=[O:3])[CH3:2]. Procedure details: To a solution of 3-acetyl-7-amino-2-methylbenzo[b]furan (2.4 g) in dichloromethane (30 ml) was added acetic anhydride (1.6 g) dropwise. The solution was stirred at ambient temperature for 1 hour and evaporated in vacuo. Toluene was added to the residue and the solution was evaporated in vacuo. The residue was crystallized from diethyl ether to give 3-acetyl-7-acetylamino-2-methylbenzo[b]furan (2.92 g).